From a dataset of the Open Reaction Database (ORD), a public repository of structured organic reaction records. describe an organic reaction: reactants, conditions, products, and yield Starting materials: COC1(C(CCCCCC1)=NO)OC (2,2-dimethoxycyclooctanone oxime), ClCl (chlorine). Run in C(Cl)Cl (methylene chloride). Run at time 2 hour. Yields the product ClC1C(C(CCCCC1)=NO)(OC)OC (3-chloro-2,2-dimethoxycyclooctanone oxime). As a reaction SMILES: [CH3:1][O:2][C:3]1([O:13][CH3:14])[CH2:10][CH2:9][CH2:8][CH2:7][CH2:6][CH2:5][C:4]1=[N:11][OH:12].[Cl:15]Cl>C(Cl)Cl>[Cl:15][CH:10]1[CH2:9][CH2:8][CH2:7][CH2:6][CH2:5][C:4](=[N:11][OH:12])[C:3]1([O:2][CH3:1])[O:13][CH3:14]. Reported procedure: Following the general procedure of Example 1, to a solution of 5.025 parts of 2,2-dimethoxycyclooctanone oxime in 40 parts dry methylene chloride at about 35° C., was added 1.78 parts elemental chlorine over about 3/4 of an hour. The contents were stirred at 25° to 30° C. for about 21/2 hours after the addition. The contents were then treated according to the procedure of Example 1 to yield 5.3 parts of product 3-chloro-2,2-dimethoxycyclooctanone oxime as determined by elemental analysis and nuc... The reactants are ice water, ClC1=C(C=C(C(=C1)F)N)O (2-Chloro-4-fluoro-5-aminophenol), C1(C2=C(C(=O)O1)CCCC2)=O (3,4,5,6-tetrahydrophthalic anhydride), resultant mixture. The solvent is C(C)(=O)O (acetic acid). Yields the product ClC1=CC(=C(C=C1O)N1C(C2=C(C1=O)CCCC2)=O)F (N-(4-chloro-2-fluoro-5-hydroxyphenyl)-3,4,5,6-tetrahydrophthalimide). Yield: 34.3%. Reaction SMILES: [Cl:1][C:2]1[CH:7]=[C:6]([F:8])[C:5]([NH2:9])=[CH:4][C:3]=1[OH:10].[C:11]1(=O)[O:16][C:14](=[O:15])[C:13]2[CH2:17][CH2:18][CH2:19][CH2:20][C:12]1=2>C(O)(=O)C>[Cl:1][C:2]1[C:3]([OH:10])=[CH:4][C:5]([N:9]2[C:14](=[O:15])[C:13]3[CH2:17][CH2:18][CH2:19][CH2:20][C:12]=3[C:11]2=[O:16])=[C:6]([F:8])[CH:7]=1. Reported procedure: 2-Chloro-4-fluoro-5-aminophenol (6.6 g) and 3,4,5,6-tetrahydrophthalic anhydride (6 g) were dissolved in acetic acid (20 ml) and refluxed for 2 hours. The resultant mixture was allowed to cool to room temperature and poured into ice-water, followed by extraction with ether. The ether extract was washed with a saturated sodium hydrogen carbonate solution and water in order, dried over anhydrous magnesium sulfate and concentrated. The residue was purified by silica gel chromatography to give 4.0 g...